Dataset: the Open Reaction Database (ORD), a public repository of structured organic reaction records. Task: describe an organic reaction: reactants, conditions, products, and yield Reactants: O=C([O-])O, CCCCCCN1CC2C(C1)C2(C)c1cccc(N)c1, Cl[Cu], Cl, O=N[O-], [Na+], [Na+], O. Yields the product CCCCCCN1CC2C(C1)C2(C)c1cccc(Cl)c1. Reaction SMILES: [C:25](=[O:26])([O-:27])[OH:28].[CH2:5]([CH2:6][CH2:7][CH2:8][CH2:9][CH3:10])[N:11]1[CH2:12][CH:13]2[C:14]([CH3:17])([c:18]3[cH:19][c:20]([NH2:24])[cH:21][cH:22][cH:23]3)[CH:15]2[CH2:16]1.[Cl:32][Cu:33].[ClH:30].[N:1]([O-:2])=[O:3].[Na+:29].[Na+:4].[OH2:31]>>[CH2:5]([CH2:6][CH2:7][CH2:8][CH2:9][CH3:10])[N:11]1[CH2:12][CH:13]2[C:14]([CH3:17])([c:18]3[cH:19][c:20]([Cl:30])[cH:21][cH:22][cH:23]3)[CH:15]2[CH2:16]1. Reaction SMILES: [C:1]([O:5][C:6](=[O:27])[CH2:7][CH2:8][C:9]1[CH:14]=[CH:13][C:12]([OH:15])=[CH:11][C:10]=1[CH2:16][NH:17][C:18]([C:20]1[CH:24]=[C:23]([Cl:25])[S:22][C:21]=1[Cl:26])=[O:19])([CH3:4])([CH3:3])[CH3:2].[C:28]1([C:53]2[CH:58]=[CH:57][CH:56]=[CH:55][CH:54]=2)[CH:33]=[CH:32][C:31]([C:34]2[O:35][C:36]([CH3:52])=[C:37]([CH2:39][CH2:40]OS(C3C=CC(C)=CC=3)(=O)=O)[N:38]=2)=[CH:30][CH:29]=1>>[C:1]([O:5][C:6](=[O:27])[CH2:7][CH2:8][C:9]1[CH:14]=[CH:13][C:12]([O:15][CH2:40][CH2:39][C:37]2[N:38]=[C:34]([C:31]3[CH:32]=[CH:33][C:28]([C:53]4[CH:58]=[CH:57][CH:56]=[CH:55][CH:54]=4)=[CH:29][CH:30]=3)[O:35][C:36]=2[CH3:52])=[CH:11][C:10]=1[CH2:16][NH:17][C:18]([C:20]1[CH:24]=[C:23]([Cl:25])[S:22][C:21]=1[Cl:26])=[O:19])([CH3:4])([CH3:2])[CH3:3]. Reported procedure: A mixture of 3-(2-{[(2,5-dichloro-thiophene-3-carbonyl)-amino]-methyl}-4-hydroxy-phenyl)-propionic acid tert-butyl ester (280 mg, 0.651 mmol) and toluene-4-sulfonic acid 2-(2-biphenyl-4-yl-5-methyl-oxazol-4-yl)-ethyl ester (498 mg, 1.15 mmol), were reacted according to Standard procedure A to give, after radial chromatography (hexanes/EtOAc 98:2 to 90:10), the title compound as a white solid (367 mg, 82%). 1H NMR (400 MHz, CDCl3): 1.36 (s, 9H), 2.37 (s, 3H), 2.55 (t, 2H, J=7.3 Hz), 2.87 (t, 2H, ... Starting materials: C(C)(C)(C)OC(CCC1=C(C=C(C=C1)O)CNC(=O)C1=C(SC(=C1)Cl)Cl)=O (3-(2-{[(2,5-dichloro-thiophene-3-carbonyl)-amino]-methyl}-4-hydroxy-phenyl)-propionic acid tert-butyl ester), C1(=CC=C(C=C1)C=1OC(=C(N1)CCOS(=O)(=O)C1=CC=C(C=C1)C)C)C1=CC=CC=C1 (toluene-4-sulfonic acid 2-(2-biphenyl-4-yl-5-methyl-oxazol-4-yl)-ethyl ester), hexanes EtOAc. Yield: 81.5%. The product is C(C)(C)(C)OC(CCC1=C(C=C(C=C1)OCCC=1N=C(OC1C)C1=CC=C(C=C1)C1=CC=CC=C1)CNC(=O)C1=C(SC(=C1)Cl)Cl)=O (3-(4-[2-(2-Biphenyl-4-yl-5-methyl-oxazol-4-yl)-ethoxy]-2-{[(2,5-dichloro-thiophene-3-carbonyl)-amino]-methyl}-phenyl)-propionic acid tert-butyl ester). The reactants are COC([C@@H](N)CC1=CNC2=CC=CC=C12)=O (tryptophan methyl ester), C(C(=O)C)(=O)N1[C@H](C(=O)O)CCC1 (pyruvoyl-L-proline), C(#N)[BH3-].[Na+] (sodium cyanoborohydride). Yields the product COC(=O)C(CC1=CNC2=CC=CC=C12)N[C@@H](C)C(=O)N1[C@H](C(=O)O)CCC1 (N-[1-methoxycarbonyl-2-(3-indolyl)-ethyl]-alanyl-L-proline). RXN SMILES: [CH3:1][O:2][C:3](=[O:16])[C@H:4]([CH2:6][C:7]1[C:15]2[C:10](=[CH:11][CH:12]=[CH:13][CH:14]=2)[NH:9][CH:8]=1)[NH2:5].[C:17]([N:22]1[CH2:29][CH2:28][CH2:27][C@H:23]1[C:24]([OH:26])=[O:25])(=[O:21])[C:18]([CH3:20])=O.C([BH3-])#N.[Na+]>>[CH3:1][O:2][C:3]([CH:4]([NH:5][C@H:18]([C:17]([N:22]1[CH2:29][CH2:28][CH2:27][C@H:23]1[C:24]([OH:26])=[O:25])=[O:21])[CH3:20])[CH2:6][C:7]1[C:15]2[C:10](=[CH:11][CH:12]=[CH:13][CH:14]=2)[NH:9][CH:8]=1)=[O:16] |f:2.3|. Procedure details: In a manner similar to Example 16 tryptophan methyl ester is condensed with pyruvoyl-L-proline in the presence of sodium cyanoborohydride to yield N-[1-methoxycarbonyl-2-(3-indolyl)-ethyl]-alanyl-L-proline.